From a dataset of the Open Reaction Database (ORD), a public repository of structured organic reaction records. describe an organic reaction: reactants, conditions, products, and yield Reactants: ClC1=NC2=C(C=CC=C2C(=N1)N1CC2=CC=CC=C2CC1)OC (2-Chloro-8-Methoxy-4-(1,2,3,4-Tetrahydroisoquinoline-2-Yl)Quinazoline), FC1=CC(=C(N)C=C1)C (4-fluoro-2-methylaniline). Run in CN(C=O)C (dimethyl-formamide). Product: Cl.COC=1C=CC=C2C(=NC(=NC12)NC1=C(C=C(C=C1)F)C)N1CC2=CC=CC=C2CC1 (8-Methoxy-2-(4-Fluoro-2-Methyl -Phenylamino)-4-(1,2,3,4-Tetrahydroisoquinoline-2-yl) Quinazoline Hydrochloride). The yield is 55.0%. As a reaction SMILES: [Cl:1][C:2]1[N:11]=[C:10]([N:12]2[CH2:21][CH2:20][C:19]3[C:14](=[CH:15][CH:16]=[CH:17][CH:18]=3)[CH2:13]2)[C:9]2[C:4](=[C:5]([O:22][CH3:23])[CH:6]=[CH:7][CH:8]=2)[N:3]=1.[F:24][C:25]1[CH:31]=[CH:30][C:28]([NH2:29])=[C:27]([CH3:32])[CH:26]=1>CN(C)C=O>[ClH:1].[CH3:23][O:22][C:5]1[CH:6]=[CH:7][CH:8]=[C:9]2[C:4]=1[N:3]=[C:2]([NH:29][C:28]1[CH:30]=[CH:31][C:25]([F:24])=[CH:26][C:27]=1[CH3:32])[N:11]=[C:10]2[N:12]1[CH2:21][CH2:20][C:19]2[C:14](=[CH:15][CH:16]=[CH:17][CH:18]=2)[CH2:13]1 |f:3.4|. Reported procedure: In accordance with the same procedures as in Example 18, except that to a mixture of 3.26 g of the compound (10 mM) prepared in Example 4 and 15 ml of dimethyl-formamide, 1.7 ml of 4-fluoro-2-methylaniline(20 mM) was added, 2.5 g of the title compound was prepared.